Dataset: the Open Reaction Database (ORD), a public repository of structured organic reaction records. Task: describe an organic reaction: reactants, conditions, products, and yield The reactants are C(C)C1=CC(=C(NC1=O)C)C1=CC=C(S1)S(=O)(=O)Cl (5-(5-ethyl-2-methyl-6-oxo-1,6-dihydropyridin-3-yl)thiophene-2-sulfonyl chloride), C1(=CC=CC=C1)N1CCNCC1 (1-phenylpiperazine), piperidinomethyl polystyrene, C(C)(=O)OCC (ethyl acetate). The solvent is C(Cl)Cl (methylene chloride). Conditions: time 8 hour. Product: C(C)C=1C(NC(=C(C1)C=1SC(=CC1)S(=O)(=O)N1CCN(CC1)C1=CC=CC=C1)C)=O (3-Ethyl-6-methyl-5-[5-(4-phenylpiperazine-1-sulfonyl)thiophen-2-yl]-1H-pyridin-2-one). Yield: 95.0%. Reaction SMILES: [CH2:1]([C:3]1[C:8](=[O:9])[NH:7][C:6]([CH3:10])=[C:5]([C:11]2[S:15][C:14]([S:16](Cl)(=[O:18])=[O:17])=[CH:13][CH:12]=2)[CH:4]=1)[CH3:2].[C:20]1([N:26]2[CH2:31][CH2:30][NH:29][CH2:28][CH2:27]2)[CH:25]=[CH:24][CH:23]=[CH:22][CH:21]=1.C(OCC)(=O)C>C(Cl)Cl>[CH2:1]([C:3]1[C:8](=[O:9])[NH:7][C:6]([CH3:10])=[C:5]([C:11]2[S:15][C:14]([S:16]([N:29]3[CH2:30][CH2:31][N:26]([C:20]4[CH:25]=[CH:24][CH:23]=[CH:22][CH:21]=4)[CH2:27][CH2:28]3)(=[O:18])=[O:17])=[CH:13][CH:12]=2)[CH:4]=1)[CH3:2]. Procedure: To a solution of 5-(5-ethyl-2-methyl-6-oxo-1,6-dihydropyridin-3-yl)thiophene-2-sulfonyl chloride (70 mg, 0.22 mmol) in methylene chloride (5 mL) is added 1-phenylpiperazine (30 mg, 0.22 mmol), piperidinomethyl polystyrene (75 mg, 0.262 mmol) and the mixture is stirred overnight at room temperature under a nitrogen atmosphere. After the reaction is completed (determined by TLC) it is filtered and the filtrate concentrated. The residue is purified by chromatography on a 5 g silica gel cartridge (e... The reactants are CN(C)CC=1SC=C(N1)CSCCN (2-[(2-dimethylaminomethyl-4-thiazolyl)methylthio]ethylamine), CN(C)CC=1SC=C(N1)CSCCNC1=NS(N=C1OC)=O (3-{2-[(2-dimethylaminomethyl-4-thiazolyl)methylthio]ethylamino}-4-methoxy-1,2,5-thiadiazole 1-oxide), CN (methylamine), 3,4-dimethoxy-1,2,5-thiaziazole 1-oxide. Solvent: CO (methanol). Product: CN(C)CC=1SC=C(N1)CSCCNC1=NS(N=C1NC)=O (3-{2-[(2-Dimethylaminomethyl-4-thiazolyl)methylthio]ethylamino}-4-methylamino-1,2,5-thiadiazole 1-oxide). Reaction SMILES: [CH3:1][N:2]([CH2:4][C:5]1[S:6][CH:7]=[C:8]([CH2:10][S:11][CH2:12][CH2:13][NH2:14])[N:9]=1)[CH3:3].CN(CC1SC=C(CSC[CH2:27][NH:28][C:29]2[C:33](OC)=[N:32][S:31](=[O:36])[N:30]=2)N=1)C.CN>CO>[CH3:3][N:2]([CH2:4][C:5]1[S:6][CH:7]=[C:8]([CH2:10][S:11][CH2:12][CH2:13][NH:14][C:33]2[C:29]([NH:28][CH3:27])=[N:30][S:31](=[O:36])[N:32]=2)[N:9]=1)[CH3:1]. Procedure: When a methanol suspension of 3,4-dimethoxy-1,2,5-thiaziazole 1-oxide [prepared in Example 4, Step A] is reacted with an equimolar amount of 2-[(2-dimethylaminomethyl-4-thiazolyl)methylthio]ethylamine [prepared in Example 33, Step E] and the resulting 3-{2-[(2-dimethylaminomethyl-4-thiazolyl)methylthio]ethylamino}-4-methoxy-1,2,5-thiadiazole 1-oxide is treated with methylamine, the title compound is thereby produced. Starting materials: ClC1=CC=C(O[C@@H]2CN(C[C@H]2O)C(=O)N(C)C)C=C1 (trans-3-(4-chlorophenoxy)-4-hydroxy-N,N-dimethyl-1-pyrrolidinecarboxamide), CN=C=O (methylisocyanate), white solid. Solvent: C(Cl)Cl (methylene chloride). The product is CNC(=O)O[C@@H]1CN(C[C@H]1OC1=CC=C(C=C1)Cl)C(=O)N(C)C (Trans-3-{[(methylamino)carbonyl]oxy}-4-(4-chlorophenoxy)-N,N-dimethyl-1-pyrrolidinecarboxamide). As a reaction SMILES: [Cl:1][C:2]1[CH:19]=[CH:18][C:5]([O:6][C@H:7]2[C@H:11]([OH:12])[CH2:10][N:9]([C:13]([N:15]([CH3:17])[CH3:16])=[O:14])[CH2:8]2)=[CH:4][CH:3]=1.[CH3:20][N:21]=[C:22]=[O:23]>C(Cl)Cl>[CH3:20][NH:21][C:22]([O:12][C@H:11]1[C@H:7]([O:6][C:5]2[CH:18]=[CH:19][C:2]([Cl:1])=[CH:3][CH:4]=2)[CH2:8][N:9]([C:13]([N:15]([CH3:17])[CH3:16])=[O:14])[CH2:10]1)=[O:23]. Reported procedure: A solution of 1.0 g. (0.003 mole) of trans-3-(4-chlorophenoxy)-4-hydroxy-N,N-dimethyl-1-pyrrolidinecarboxamide and 1.0 g. (0.02 mole) of methylisocyanate in 20 ml. of methylene chloride was let stand at ambient temperature for 48 hr. The solution was concentrated to give an oil which crystallized upon standing. The solid was recrystallized from benzene-cyclohexane to yield 0.6 g. (50%) of white solid, m.p. 132°-134° C.